This data is from the Open Reaction Database (ORD), a public repository of structured organic reaction records. The task is: describe an organic reaction: reactants, conditions, products, and yield The reactants are OO (H2O2), C(=O)(C(F)(F)F)OC(=O)C(F)(F)F (TFAA), [O-][N+]1=NC(=NC2=C1C=C1CCCC1=C2)NCCCO (3-[(1-Oxido-7,8-dihydro-6H-indeno[5,6-e][1,2,4]triazin-3-yl)amino]-1-propanol), [O-][N+]1=NC(=NC2=C1C=C1CCCC1=C2)NCCCO (3-[(1-Oxido-7,8-dihydro-6H-indeno[5,6-e][1,2,4]triazin-3-yl)amino]-1-propanol), N (NH3). The solvent is C(Cl)Cl (DCM), C(Cl)Cl (DCM). Reaction conditions: temperature 20 celsius, time 16 hour. Yields the product [N+](=O)([O-])C1=C(C=C2CCCC2=C1)NC(C)=O (N-(6-nitro-2,3-dihydro-1H-inden-5-yl)acetamide). As a reaction SMILES: [O-:1][N+:2]1[C:7]2[CH:8]=[C:9]3[C:13](=[CH:14][C:6]=2[N:5]=C(NCCCO)N=1)[CH2:12][CH2:11][CH2:10]3.[OH:20]O.C(O[C:29]([C:31](F)(F)F)=[O:30])(C(F)(F)F)=O.N>C(Cl)Cl>[N+:2]([C:7]1[CH:8]=[C:9]2[C:13]([CH2:12][CH2:11][CH2:10]2)=[CH:14][C:6]=1[NH:5][C:29](=[O:30])[CH3:31])([O-:1])=[O:20]. Procedure details: TFM (0.44 mL, 2.4 mmol) was added to a stirred solution of 1-oxide 50 (486 mg, 2.2 mmol) in DCM (20 mL) at 0° C. and the solution stirred at 20° C. for 16 h. H2O2 (70%, 1.1 mL, ca. 21.9 mmol) was added dropwise to a stirred solution of TFAA (3.1 mL, 21.9 mmol) in DCM (20 mL) at 0° C. The solution was stirred at 0° C. for 5 min, warmed to 20° C. for 10 min, then cooled to 0° C. and added to the solution of 1-oxide 50 prepared above and the resulting solution was stirred at 20° C. for 16 h. Dilute... Starting materials: O=C([O-])[O-], CCCc1c(OCC(=O)OCC)ccc(C(C)=O)c1OCCCCOCCCCI, CC(C)=O, [K+], [K+], CCCc1c(O)ccc(C(C)=O)c1O. The product is CCCc1c(OCCCCOCCCCOc2c(C(C)=O)ccc(OCC(=O)OCC)c2CCC)ccc(C(C)=O)c1O. As a reaction SMILES: [C:45](=[O:46])([O-:47])[O-:48].[CH2:15]([CH3:16])[O:17][C:18]([CH2:19][O:20][c:21]1[c:22]([CH2:41][CH2:42][CH3:43])[c:23]([O:30][CH2:31][CH2:32][CH2:33][CH2:34][O:35][CH2:36][CH2:37][CH2:38][CH2:39][I:40])[c:24]([C:27]([CH3:28])=[O:29])[cH:25][cH:26]1)=[O:44].[CH3:51][C:52](=[O:53])[CH3:54].[K+:49].[K+:50].[OH:1][c:2]1[c:3]([C:12]([CH3:13])=[O:14])[cH:4][cH:5][c:6]([OH:11])[c:7]1[CH2:8][CH2:9][CH3:10]>>[OH:1][c:2]1[c:3]([C:12]([CH3:13])=[O:14])[cH:4][cH:5][c:6]([O:11][CH2:39][CH2:38][CH2:37][CH2:36][O:35][CH2:34][CH2:33][CH2:32][CH2:31][O:30][c:23]2[c:22]([CH2:41][CH2:42][CH3:43])[c:21]([O:20][CH2:19][C:18]([O:17][CH2:15][CH3:16])=[O:44])[cH:26][cH:25][c:24]2[C:27]([CH3:28])=[O:29])[c:7]1[CH2:8][CH2:9][CH3:10]. Starting materials: [Cu]C#N (copper (I) cyanide), BrC=1C=C(SC1)C(=O)OC (methyl 4-bromothiophene-2-carboxylate), [C-]#N.[K+] (KCN). Solvent: CN(C)C=O (DMF). Conditions: time 18 hour. The product is C(#N)C=1C=C(SC1)C(=O)OC (Methyl 4-cyanothiophene-2-carboxylate). Isolated yield 57.7%. Reaction SMILES: Br[C:2]1[CH:3]=[C:4]([C:7]([O:9][CH3:10])=[O:8])[S:5][CH:6]=1.[Cu][C:12]#[N:13].[C-]#N.[K+]>CN(C=O)C>[C:12]([C:2]1[CH:3]=[C:4]([C:7]([O:9][CH3:10])=[O:8])[S:5][CH:6]=1)#[N:13] |f:2.3|. Reported procedure: To a solution of 3.82 g (17.3 mmol) methyl 4-bromothiophene-2-carboxylate (as prepared in the previous step) in 10 mL of anhyd DMF was added 3.10 g (34.6 mmol) of copper (I) cyanide. The mixture was heated to reflux with stirring for 18 h, cooled and poured into 100 mL of 10% (w/v) KCN. The mixture was extracted with EtOAc (3×60 mL) and the combined extracts were washed with 150 mL each of water and brine. The dark solution was dried over Na2SO4, treated with decolorizing carbon, filtered and th... The reactants are COc1ccc(Br)c(OC)c1, CC(C)(C)OC(=O)N1CCCNCC1, CC(C)(C)[O-], COCCOC, [K+]. Yields the product COc1ccc(N2CCCN(C(=O)OC(C)(C)C)CC2)c(OC)c1. RXN SMILES: [Br:1][c:2]1[c:3]([O:10][CH3:11])[cH:4][c:5]([O:8][CH3:9])[cH:6][cH:7]1.[C:12]([CH3:13])([CH3:14])([CH3:15])[O:16][C:17](=[O:18])[N:19]1[CH2:20][CH2:21][NH:22][CH2:23][CH2:24][CH2:25]1.[CH3:26][C:27]([CH3:28])([O-:29])[CH3:30].[CH3:32][O:33][CH2:34][CH2:35][O:36][CH3:37].[K+:31]>>[c:2]1([N:22]2[CH2:21][CH2:20][N:19]([C:17]([O:16][C:12]([CH3:13])([CH3:14])[CH3:15])=[O:18])[CH2:25][CH2:24][CH2:23]2)[c:3]([O:10][CH3:11])[cH:4][c:5]([O:8][CH3:9])[cH:6][cH:7]1. Starting materials: OC1(C(COC2=C1C=CC(=C2)OCOC)C2=CC=C(C=C2)OCOC)C2=CC=C(C=C2)OCCN2CCCCC2 (4-Hydroxy-7-methoxymethyloxy-3-[4-(methoxymethyloxy)phenyl]-4-[4-(piperidinoethyloxy)phenyl]-2,3-dihydro-4H-benzopyran), [NH+]1=CC=CC=C1 (pyridinium), O (water). Run in CO (methanol). Product: OC1=CC2=C(C(=C(CO2)C2=CC=C(C=C2)O)C2=CC=C(C=C2)OCCN2CCCCC2)C=C1 (7-hydroxy-3-(4-hydroxyphenyl)-4-[4-(piperidinoethyloxy)phenyl]-2H-benzopyran). Isolated yield 37.0%. RXN SMILES: O[C:2]1([C:26]2[CH:31]=[CH:30][C:29]([O:32][CH2:33][CH2:34][N:35]3[CH2:40][CH2:39][CH2:38][CH2:37][CH2:36]3)=[CH:28][CH:27]=2)[C:7]2[CH:8]=[CH:9][C:10]([O:12]COC)=[CH:11][C:6]=2[O:5][CH2:4][CH:3]1[C:16]1[CH:21]=[CH:20][C:19]([O:22]COC)=[CH:18][CH:17]=1.[NH+]1C=CC=CC=1.O>CO>[OH:12][C:10]1[CH:9]=[CH:8][C:7]2[C:2]([C:26]3[CH:31]=[CH:30][C:29]([O:32][CH2:33][CH2:34][N:35]4[CH2:36][CH2:37][CH2:38][CH2:39][CH2:40]4)=[CH:28][CH:27]=3)=[C:3]([C:16]3[CH:21]=[CH:20][C:19]([OH:22])=[CH:18][CH:17]=3)[CH2:4][O:5][C:6]=2[CH:11]=1. Procedure: 4-Hydroxy-7-methoxymethyloxy-3-[4-(methoxymethyloxy)phenyl]-4-[4-(piperidinoethyloxy)phenyl]-2,3-dihydro-4H-benzopyran (83 mg, 0.14 mmol) and pyridinium p-toulenesulfonate (214 mg, 1.4 mmol) were dissolved in methanol (6 ml) and then refluxed for 12 hours. The reaction solution was cooled to room temperature and, after adding water, extracted with ethyl acetate. The organic layer thus separated was dried over anhydrous magnesium sulfate, filtered and then concentrated under reduced pressure to r...